From a dataset of the Open Reaction Database (ORD), a public repository of structured organic reaction records. describe an organic reaction: reactants, conditions, products, and yield Reactants: [BH4-].[Na+] (sodium borohydride), [BH4-] (borohydride), [OH-].[Na+] (sodium hydroxide), C1=CC=CC=2C(C3=C(C=CC21)C=CC=C3)=O (dibenzo[a,d]cyclohepten-5-one). Run in O (water), O (water), CO (methanol), O (water). Run at time 45 minute. Yields the product C1=CC=CC=2C(C3=C(C=CC21)C=CC=C3)O (5H-dibenzo[a,d]cyclohepten-5-ol). As a reaction SMILES: [BH4-].[Na+].[OH-].[Na+].[CH:5]1[C:15]2[CH:14]=[CH:13][C:12]3[CH:16]=[CH:17][CH:18]=[CH:19][C:11]=3[C:10](=[O:20])[C:9]=2[CH:8]=[CH:7][CH:6]=1.[BH4-]>O.CO>[CH:16]1[C:12]2[CH:13]=[CH:14][C:15]3[CH:5]=[CH:6][CH:7]=[CH:8][C:9]=3[CH:10]([OH:20])[C:11]=2[CH:19]=[CH:18][CH:17]=1 |f:0.1,2.3|. Reported procedure: In this preparation a solution containing 1.5 grams of sodium borohydride in 30 ml. of water containing 1.5 ml. of 3N aqueous sodium hydroxide is added to a solution containing 15.0 g. of dibenzo[a,d]cyclohepten-5-one in 200 ml. of methanol at room temperature, with stirring. The resulting mixture is stirred for 45 minutes and then an additional 0.5 g. of borohydride in 10 ml. of water is added and the mixture stirred at room temperatue for 60 hours. The reaction mixture is then cooled in an ice... Starting materials: OC=1C=C2C=CC=C(C2=CC1)C(=O)O (6-hydroxy-1-napthoic acid), C(=O)([O-])[O-].[Cs+].[Cs+] (Cs2CO3), Cl (HCl), FC1=NC=CC(=N1)F (2,4-Difluoropyrimidine). Solvent: CS(=O)C (DMSO), O (water). Run at time 10 minute. Product: FC1=NC=CC(=N1)OC=1C=C2C=CC=C(C2=CC1)C(=O)O (6-(2-fluoropyrimidin-4-yloxy)-1-naphthoic Acid). RXN SMILES: [OH:1][C:2]1[CH:3]=[C:4]2[C:9](=[CH:10][CH:11]=1)[C:8]([C:12]([OH:14])=[O:13])=[CH:7][CH:6]=[CH:5]2.C([O-])([O-])=O.[Cs+].[Cs+].[F:21][C:22]1[N:27]=[C:26](F)[CH:25]=[CH:24][N:23]=1.Cl>CS(C)=O.O>[F:21][C:22]1[N:27]=[C:26]([O:1][C:2]2[CH:3]=[C:4]3[C:9](=[CH:10][CH:11]=2)[C:8]([C:12]([OH:14])=[O:13])=[CH:7][CH:6]=[CH:5]3)[CH:25]=[CH:24][N:23]=1 |f:1.2.3|. Procedure: To a solution of 6-hydroxy-1-napthoic acid (3.23 g, 17.2 mmol) in DMSO (8 mL), Cs2CO3 (16.8 g, 57.6 mmol) was added and stirred at RT 10 min. 2,4-Difluoropyrimidine (2 g, 17.2 mmol) was added and the reaction was stirred at RT for 12 h. The mixture was diluted with water and made pH 7 using 1 N HCl, at which point it is a foamy emulsion. The mixture sat without stirring 2 days and the resulting solid was filtered and rinsed with water and Et2O to yield the title compound as a pink solid. Yields the product C(C)(C)(C)OC(=O)N1CCC(CC1)(O)C1=C(C=CC(=C1)F)SC1=C(C=CC=C1)C (1-tert-Butoxycarbonyl-4-[2-(2-methyl-phenylsulfanyl)-5-fluoro-phenyl]-piperidine-4-ol). RXN SMILES: [C:1]([O:5][C:6]([N:8]1[CH2:13][CH2:12][C:11]([OH:22])([C:14]2[CH:19]=[C:18]([F:20])[CH:17]=[CH:16][C:15]=2[SH:21])[CH2:10][CH2:9]1)=[O:7])([CH3:4])([CH3:3])[CH3:2].I[C:24]1[CH:29]=[CH:28][CH:27]=[CH:26][C:25]=1[CH3:30]>>[C:1]([O:5][C:6]([N:8]1[CH2:9][CH2:10][C:11]([C:14]2[CH:19]=[C:18]([F:20])[CH:17]=[CH:16][C:15]=2[S:21][C:24]2[CH:29]=[CH:28][CH:27]=[CH:26][C:25]=2[CH3:30])([OH:22])[CH2:12][CH2:13]1)=[O:7])([CH3:4])([CH3:2])[CH3:3]. Procedure details: Prepared from 4-hydroxy-4-(2-mercapto-5-fluoro-phenyl)-piperidine-1-carboxylic acid tert-butyl ester and 1-iodo-2-methyl-benzene. The reactants are C(C)(C)(C)OC(=O)N1CCC(CC1)(C1=C(C=CC(=C1)F)S)O (4-hydroxy-4-(2-mercapto-5-fluoro-phenyl)-piperidine-1-carboxylic acid tert-butyl ester), IC1=C(C=CC=C1)C (1-iodo-2-methyl-benzene). Starting materials: COc1ccc(C(=O)OCc2cnc(-c3ccc(OCc4ccccc4)cc3)o2)cc1, CO, [H][H]. Yields the product COc1ccc(C(=O)OCc2cnc(-c3ccc(O)cc3)o2)cc1. RXN SMILES: [CH2:1]([c:2]1[cH:3][cH:4][cH:5][cH:6][cH:7]1)[O:8][c:9]1[cH:10][cH:11][c:12](-[c:15]2[o:16][c:17]([CH2:20][O:21][C:22]([c:23]3[cH:24][cH:25][c:26]([O:29][CH3:30])[cH:27][cH:28]3)=[O:31])[cH:18][n:19]2)[cH:13][cH:14]1.[CH3:34][OH:35].[H:32][H:33]>>[OH:8][c:9]1[cH:10][cH:11][c:12](-[c:15]2[o:16][c:17]([CH2:20][O:21][C:22]([c:23]3[cH:24][cH:25][c:26]([O:29][CH3:30])[cH:27][cH:28]3)=[O:31])[cH:18][n:19]2)[cH:13][cH:14]1. Reactants: CN(C(C(=S)OCC)=CC=C(C(=O)OCC)C1=CC=CC=C1)C (diethyl 2-dimethylamino-5-phenylthio-2,4-hexadienedioate), CC[O-].[Na+] (sodium ethylate), CC1=CC=C(CSCC(=O)OCC)C=C1 (ethyl (4-methylbenzylthio)acetate), F[B-](F)(F)F.CN(C(=CC=[N+](C)C)C(=O)OCC)C (N-(3-dimethylamino-3-ethoxycarbonylpropenylidene)-N-methylmethanaminium tetrafluoroborate), ethanolic solution. Run in C(C)O (ethanol). Yields the product CN(C(C(=O)OCC)=CC=C(C(=O)OCC)SCC1=CC=C(C=C1)C)C (diethyl 2-dimethylamino-5-(4-methylbenzylthio)-2,4-hexadienedioate). Yield: 66.5%. RXN SMILES: CN(C)C(=CC=C(C1C=CC=CC=1)C(OCC)=O)C(OCC)=S.F[B-](F)(F)F.[CH3:29][N:30]([CH3:42])[C:31]([C:37]([O:39][CH2:40][CH3:41])=[O:38])=[CH:32][CH:33]=[N+](C)C.CC[O-].[Na+].[CH3:47][C:48]1[CH:61]=[CH:60][C:51]([CH2:52][S:53][CH2:54][C:55]([O:57][CH2:58][CH3:59])=[O:56])=[CH:50][CH:49]=1>C(O)C>[CH3:29][N:30]([CH3:42])[C:31](=[CH:32][CH:33]=[C:54]([S:53][CH2:52][C:51]1[CH:60]=[CH:61][C:48]([CH3:47])=[CH:49][CH:50]=1)[C:55]([O:57][CH2:58][CH3:59])=[O:56])[C:37]([O:39][CH2:40][CH3:41])=[O:38] |f:1.2,3.4|. Procedure: The procedure is as in Example 2 for the preparation of diethyl 2-dimethylamino-5-phenylthio-2,4-hexadienedioate, starting with N-(3-dimethylamino-3-ethoxycarbonylpropenylidene)-N-methylmethanaminium tetrafluoroborate (5.7 g), a 2M ethanolic solution of sodium ethylate (10 cc) and ethyl (4-methylbenzylthio)acetate (4.5 g) in ethanol (50 cc). After purification by chromatography on a silica column with a mixture of cyclohexane and ethyl acetate (50:50 by volume) as eluent, diethyl 2-dimethylamino... Reactants: CC(=O)NC1CCc2ccccc2C(C)c2ccccc21, CI, Cc1ccccc1, C1CCOC1, O, c1ccc(C(c2ccccc2)c2ccccc2)cc1. Yields the product CC(=O)N(C)C1CCc2ccccc2C(C)c2ccccc21. As a reaction SMILES: [C:1]([CH3:2])(=[O:3])[NH:4][CH:5]1[CH2:6][CH2:7][c:8]2[c:9]([cH:18][cH:19][cH:20][cH:21]2)[CH:10]([CH3:17])[c:11]2[c:12]1[cH:13][cH:14][cH:15][cH:16]2.[CH3:46][I:47].[CH3:48][c:49]1[cH:50][cH:51][cH:52][cH:53][cH:54]1.[O:22]1[CH2:23][CH2:26][CH2:25][CH2:24]1.[OH2:55].[c:27]1([CH:28]([c:29]2[cH:30][cH:31][cH:32][cH:33][cH:34]2)[c:35]2[cH:36][cH:37][cH:38][cH:39][cH:40]2)[cH:41][cH:42][cH:43][cH:44][cH:45]1>>[C:1]([CH3:2])(=[O:3])[N:4]([CH:5]1[CH2:6][CH2:7][c:8]2[c:9]([cH:18][cH:19][cH:20][cH:21]2)[CH:10]([CH3:17])[c:11]2[c:12]1[cH:13][cH:14][cH:15][cH:16]2)[CH3:23]. The reactants are BrC1=CC=CC(=N1)C1(CC1)C(=O)O (1-(6-bromo-pyridin-2-yl)-cyclopropanecarboxylic acid), CNC (dimethylamine), Intermediate 5. Product: CN(C(=O)C1(CC1)C1=NC(=CC=C1)Br)C (1-(6-Bromo-pyridin-2-yl)-cyclopropanecarboxylic acid dimethylamide). Yield: 70.0%. Reaction SMILES: [Br:1][C:2]1[N:7]=[C:6]([C:8]2([C:11]([OH:13])=O)[CH2:10][CH2:9]2)[CH:5]=[CH:4][CH:3]=1.[CH3:14][NH:15][CH3:16]>>[CH3:14][N:15]([CH3:16])[C:11]([C:8]1([C:6]2[CH:5]=[CH:4][CH:3]=[C:2]([Br:1])[N:7]=2)[CH2:10][CH2:9]1)=[O:13]. Reported procedure: The title compound was prepared from 1-(6-bromo-pyridin-2-yl)-cyclopropanecarboxylic acid and dimethylamine (2 mol/L in tetrahydrofuran) following a procedure analogous to that described in Step 2 for Intermediate 5. Yield: 70% of theory; LC (method 3): tR=2.97 min; Mass spectrum (ESI+): m/z=255/257 (Br) [M+H]+.